This data is from the Open Reaction Database (ORD), a public repository of structured organic reaction records. The task is: describe an organic reaction: reactants, conditions, products, and yield Reactants: CCCN(C)C(=O)c1cc(CF)cc(C(=O)OCC)c1, C1CCOC1, [Li+], [OH-]. The product is CCCN(C)C(=O)c1cc(CF)cc(C(=O)O)c1. As a reaction SMILES: [CH2:1]([CH3:2])[O:3][C:4]([c:5]1[cH:6][c:7]([C:8](=[O:9])[N:10]([CH2:11][CH2:12][CH3:13])[CH3:14])[cH:15][c:16]([CH2:18][F:19])[cH:17]1)=[O:20].[CH2:23]1[O:24][CH2:25][CH2:26][CH2:27]1.[Li+:21].[OH-:22]>>[O:3]=[C:4]([c:5]1[cH:6][c:7]([C:8](=[O:9])[N:10]([CH2:11][CH2:12][CH3:13])[CH3:14])[cH:15][c:16]([CH2:18][F:19])[cH:17]1)[OH:20]. Conditions: temperature 15 celsius, time 3 hour. Starting materials: CC1=CC=C(C(=O)N2C[C@@H](CCC2)N)C=C1 ((R)-1-(p-methylbenzoyl)-3-amino piperidine), CC1=CC=C(C(=O)Cl)C=C1 (p-Methylbenzoyl chloride), [OH-].[Na+] (sodium hydroxide). Reaction SMILES: [CH3:1][C:2]1[CH:16]=[CH:15][C:5]([C:6]([N:8]2[CH2:13][CH2:12][CH2:11][C@@H:10]([NH2:14])[CH2:9]2)=[O:7])=[CH:4][CH:3]=1.[CH3:17][C:18]1[CH:26]=[CH:25][C:21]([C:22](Cl)=[O:23])=[CH:20][CH:19]=1.[OH-].[Na+]>>[CH3:1][C:2]1[CH:3]=[CH:4][C:5]([C:6]([N:8]2[CH2:13][CH2:12][CH2:11][C@@H:10]([NH:14][C:22](=[O:23])[C:21]3[CH:25]=[CH:26][C:18]([CH3:17])=[CH:19][CH:20]=3)[CH2:9]2)=[O:7])=[CH:15][CH:16]=1 |f:2.3|. Reported procedure: To the aqueous solution of (R)-1-(p-methylbenzoyl)-3-amino piperidine obtained in Example 13 (amount: 3 g), p-Methylbenzoyl chloride (0.16 g) was added. The pH of the mixture was kept from 8.0 to 9.0 using sodium hydroxide. The mixture was stirred at 15° C. for 3 hours, and the precipitated crystal was filtered off. The crystal was dried under reduced pressure to obtain the title compound as white crystal (0.28 g, yield: 59%). Isolated yield 80.4%. The product is CC1=CC=C(C(=O)N2C[C@@H](CCC2)NC(C2=CC=C(C=C2)C)=O)C=C1 ((R)-1-(p-methylbenzoyl)-3-(p-methylbenzoylamino)piperidine). Reactants: CN(CC#CCCCN)C (6-dimethylaminohex-4-ynylamine), COC1=NS(N=C1OC)(=O)=O (3,4-dimethoxy-1,2,5-thiadiazole-1,1-dioxide), CN (methylamine). The product is CNC1=NS(N=C1NCCCC#CCN(C)C)(=O)=O (3-Methylamino-4-[6-dimethylaminohex-4-ynylamino]-1,2,5-thiadiazole-1,1-dioxide). As a reaction SMILES: [CH3:1][N:2]([CH3:10])[CH2:3][C:4]#[C:5][CH2:6][CH2:7][CH2:8][NH2:9].CO[C:13]1[C:17](OC)=[N:16][S:15](=[O:21])(=[O:20])[N:14]=1.[CH3:22][NH2:23]>>[CH3:22][NH:23][C:13]1[C:17]([NH:9][CH2:8][CH2:7][CH2:6][C:5]#[C:4][CH2:3][N:2]([CH3:10])[CH3:1])=[N:16][S:15](=[O:21])(=[O:20])[N:14]=1. Reported procedure: In a manner similar to Example 1, reaction of 6-dimethylaminohex-4-ynylamine and 3,4-dimethoxy-1,2,5-thiadiazole-1,1-dioxide followed by treatment with methylamine gives the title compound.